From a dataset of the Open Reaction Database (ORD), a public repository of structured organic reaction records. describe an organic reaction: reactants, conditions, products, and yield Reactants: COc1cccc(C(=O)O)c1OC, O=S(=O)(O)Cl, O. The product is COc1cc(S(=O)(=O)Cl)cc(C(=O)O)c1OC. Reaction SMILES: [CH3:6][O:7][c:8]1[c:9]([C:10](=[O:11])[OH:12])[cH:13][cH:14][cH:15][c:16]1[O:17][CH3:18].[Cl:1][S:2](=[O:3])(=[O:4])[OH:5].[OH2:19]>>[Cl:1][S:2](=[O:3])(=[O:5])[c:14]1[cH:13][c:9]([C:10](=[O:11])[OH:12])[c:8]([O:7][CH3:6])[c:16]([O:17][CH3:18])[cH:15]1. The reactants are CS(=O)(=O)Cl (methanesulfonyl chloride), CN1N=CC=2CN(C3=C(NC12)C=C(C=C3)C)C(=O)C3=CC(=C(C=C3)CCC(=O)N3CCNCC3)C (3-[4-(3,6-dimethyl-4,10-dihydro-3H-2,3,4,9-tetraaza-benzo[f]azulene-9-carbonyl)-2-methyl-phenyl]-1-piperazin-1-yl-propan-1-one). Run in ClCCl (dichloromethane), ClCCl (dichloromethane), C(C)N(CC)CC (triethylamine). Run at time 20 hour. Product: CN1N=CC=2CN(C3=C(NC12)C=C(C=C3)C)C(=O)C3=CC(=C(C=C3)CCC(=O)N3CCN(CC3)S(=O)(=O)C)C (3-[4-(3,6-Dimethyl-4,10-dihydro-3H-2,3,4,9-tetraaza-benzo[f]azulene-9-carbonyl)-2-methyl-phenyl]-1-(4-methanesulfonyl-piperazin-1-yl)-propan-1-one). As a reaction SMILES: [CH3:1][S:2](Cl)(=[O:4])=[O:3].[CH3:6][N:7]1[C:16]2[NH:15][C:14]3[CH:17]=[C:18]([CH3:21])[CH:19]=[CH:20][C:13]=3[N:12]([C:22]([C:24]3[CH:29]=[CH:28][C:27]([CH2:30][CH2:31][C:32]([N:34]4[CH2:39][CH2:38][NH:37][CH2:36][CH2:35]4)=[O:33])=[C:26]([CH3:40])[CH:25]=3)=[O:23])[CH2:11][C:10]=2[CH:9]=[N:8]1>ClCCl.C(N(CC)CC)C>[CH3:6][N:7]1[C:16]2[NH:15][C:14]3[CH:17]=[C:18]([CH3:21])[CH:19]=[CH:20][C:13]=3[N:12]([C:22]([C:24]3[CH:29]=[CH:28][C:27]([CH2:30][CH2:31][C:32]([N:34]4[CH2:39][CH2:38][N:37]([S:2]([CH3:1])(=[O:4])=[O:3])[CH2:36][CH2:35]4)=[O:33])=[C:26]([CH3:40])[CH:25]=3)=[O:23])[CH2:11][C:10]=2[CH:9]=[N:8]1. Reported procedure: A solution of methanesulfonyl chloride (0.57 mg, 0.005 mmol) in dichloromethane (0.05 ml) was added to a solution of 3-[4-(3,6-dimethyl-4,10-dihydro-3H-2,3,4,9-tetraaza-benzo[f]azulene-9-carbonyl)-2-methyl-phenyl]-1-piperazin-1-yl-propan-1-one (2.36 mg, 0.005 mmol) in dichloromethane (0.05 ml) and triethylamine (0.0035 ml). The mixture was stirred at room temperature for 20 h then solvents were removed in vacuo to yield the title compound. (ESI)+: [M+H]+=551.3